From a dataset of the Open Reaction Database (ORD), a public repository of structured organic reaction records. describe an organic reaction: reactants, conditions, products, and yield The reactants are C(C)OC1=C(C=C(C=C1Cl)N)NC(OC)=O (Methyl N-(2-ethoxy-3-chloro-5-aminophenyl)carbamate), C(C)(=O)OCC (ethyl acetate), resultant mixture, C(=O)(Cl)Cl (phosgene). Run in C1(=CC=CC=C1)C (toluene). Yields the product C(C)OC1=C(C=C(C=C1Cl)N=C=O)NC(OC)=O (methyl N-(2-ethoxy-3-chloro-5-isocyanatophenyl)carbamate). RXN SMILES: [CH2:1]([O:3][C:4]1[C:9]([Cl:10])=[CH:8][C:7]([NH2:11])=[CH:6][C:5]=1[NH:12][C:13](=[O:16])[O:14][CH3:15])[CH3:2].[C:17](OCC)(=[O:19])C.C(Cl)(Cl)=O>C1(C)C=CC=CC=1>[CH2:1]([O:3][C:4]1[C:9]([Cl:10])=[CH:8][C:7]([N:11]=[C:17]=[O:19])=[CH:6][C:5]=1[NH:12][C:13](=[O:16])[O:14][CH3:15])[CH3:2]. Reported procedure: Methyl N-(2-ethoxy-3-chloro-5-aminophenyl)carbamate (2.67 g) in toluene (20 ml) was dropwise added to an ethyl acetate solution containing 10 g of phosgene at 10° to 20° C. The resultant mixture was gradually heated and, after being refluxed for 30 minutes, cooled to room temperature. The solvent was removed by distillation under reduced pressure to give methyl N-(2-ethoxy-3-chloro-5-isocyanatophenyl)carbamate. The thus obtained crude substance was added to a toluene solution (50 ml) containing ... Starting materials: C(C)OC(=O)C=1N(C(=C(C1C1=CC=C(C=C1)OS(=O)(=O)C(F)(F)F)C#N)CC)C (4-cyano-5-ethyl-1-methyl-3-(4-trifluoromethanesulfonyloxyphenyl)-1H-pyrrole-2-carboxylic acid ethyl ester), BrC1=CC=CC2=C1SC=C2 (7-bromo-benzo(b)thiophene). The product is C(C)OC(=O)C=1N(C=C(C1C1=CC=C(C=C1)C1=CC=CC2=C1SC=C2)C#N)C (3-(4-Benzo(b)thiophene-7-yl-phenyl)-4-cyano-1-methyl-1H-pyrrole-2-carboxylic acid ethyl ester). RXN SMILES: [CH2:1]([O:3][C:4]([C:6]1[N:7]([CH3:29])[C:8](CC)=[C:9]([C:25]#[N:26])[C:10]=1[C:11]1[CH:16]=[CH:15][C:14](OS(C(F)(F)F)(=O)=O)=[CH:13][CH:12]=1)=[O:5])[CH3:2].Br[C:31]1[C:36]2[S:37][CH:38]=[CH:39][C:35]=2[CH:34]=[CH:33][CH:32]=1>>[CH2:1]([O:3][C:4]([C:6]1[N:7]([CH3:29])[CH:8]=[C:9]([C:25]#[N:26])[C:10]=1[C:11]1[CH:12]=[CH:13][C:14]([C:31]2[C:36]3[S:37][CH:38]=[CH:39][C:35]=3[CH:34]=[CH:33][CH:32]=2)=[CH:15][CH:16]=1)=[O:5])[CH3:2]. Reported procedure: Prepare the title compound in the manner analogous to the procedure set fourth in example E-222 using 4-cyano-5-ethyl-1-methyl-3-(4-trifluoromethanesulfonyloxyphenyl)-1H-pyrrole-2-carboxylic acid ethyl ester (prepared in example E-97a or 97b) and 7-bromo-benzo(b)thiophene. Purify the material by silica gel chromatography (Chromatotron™ eluting with methylene chloride/ethyl acetate 4:1 to provide the title compound a white solid. Mass spectrum (m/e): 413.2 (M*−1).